Dataset: the Open Reaction Database (ORD), a public repository of structured organic reaction records. Task: describe an organic reaction: reactants, conditions, products, and yield The reactants are NC1=C2C(=NC=N1)N(N=C2C2=CC(=C(C=C2)N)OC)CC2(CCN(CC2)C(=O)OC(C)(C)C)O (tert-butyl 4-{[4-amino-3-(4-amino-3-methoxyphenyl)-1H-pyrazolo[3,4-d]pyrimidin-1-yl]methyl}-4-hydroxy-1-piperidinecarboxylate), C1(=CC=CC=C1)[C@H]1[C@@H](C1)C(=O)Cl (trans-2-phenyl-cyclopropane carbonyl chloride). The solvent is N1=CC=CC=C1 (pyridine). Run at temperature -5 celsius, time 10 minute. Product: NC1=C2C(=NC=N1)N(N=C2C2=CC(=C(C=C2)NC(=O)[C@H]2[C@@H](C2)C2=CC=CC=C2)OC)CC2(CCN(CC2)C(=O)OC(C)(C)C)O (trans tert-butyl 4-{[4-amino-3-(3-methoxy-4-{[(2-phenylcyclopropyl)carbonyl]amino}phenyl)-1H-pyrazolo[3,4-d]pyrimidin-1-yl]methyl}-4-hydroxy-1-piperidinecarboxylate). Isolated yield 76.5%. RXN SMILES: [NH2:1][C:2]1[N:7]=[CH:6][N:5]=[C:4]2[N:8]([CH2:20][C:21]3([OH:34])[CH2:26][CH2:25][N:24]([C:27]([O:29][C:30]([CH3:33])([CH3:32])[CH3:31])=[O:28])[CH2:23][CH2:22]3)[N:9]=[C:10]([C:11]3[CH:16]=[CH:15][C:14]([NH2:17])=[C:13]([O:18][CH3:19])[CH:12]=3)[C:3]=12.[C:35]1([C@@H:41]2[CH2:43][C@H:42]2[C:44](Cl)=[O:45])[CH:40]=[CH:39][CH:38]=[CH:37][CH:36]=1>N1C=CC=CC=1>[NH2:1][C:2]1[N:7]=[CH:6][N:5]=[C:4]2[N:8]([CH2:20][C:21]3([OH:34])[CH2:22][CH2:23][N:24]([C:27]([O:29][C:30]([CH3:31])([CH3:33])[CH3:32])=[O:28])[CH2:25][CH2:26]3)[N:9]=[C:10]([C:11]3[CH:16]=[CH:15][C:14]([NH:17][C:44]([C@@H:42]4[CH2:43][C@H:41]4[C:35]4[CH:40]=[CH:39][CH:38]=[CH:37][CH:36]=4)=[O:45])=[C:13]([O:18][CH3:19])[CH:12]=3)[C:3]=12. Reported procedure: To a mixture of tert-butyl 4-{[4-amino-3-(4-amino-3-methoxyphenyl)-1H-pyrazolo[3,4-d]pyrimidin-1-yl]methyl}-4-hydroxy-1-piperidinecarboxylate (0.08 g, 0.00017 mol) in pyridine (4 mL) was added trans-2-phenyl-cyclopropane carbonyl chloride (0.035g, 0.00019 mol) at −5° C. The mixture was stirred at −5° C. for 10 minutes then warmed up to room temperature to stir for 1 hours. The mixture was quenched with an aqueous 1N solution of sodium hydroxide. Pyridine was removed under reduced pressure. The r...